This data is from the Open Reaction Database (ORD), a public repository of structured organic reaction records. The task is: describe an organic reaction: reactants, conditions, products, and yield The reactants are Cl.CC=1C=C(CC2(CCNCC2)C(=O)OC)C=CC1 (methyl 4-(3-methylbenzyl)piperidine-4-carboxylate hydrochloride salt), Cl.C(#N)C1=CC=C(CN2C=NC=C2CCl)C=C1 (1-(4-cyanobenzyl)-5-chloromethylimidazole hydrochloride salt), C(C)(C)N(CC)C(C)C (diisopropylethylamine). The solvent is C(C)#N (acetonitrile). Product: C(#N)C1=CC=C(CN2C=NC=C2CN2CCC(CC2)(C(=O)OC)CC2=CC(=CC=C2)C)C=C1 (Methyl 1-[3-(4-cyanobenzyl)-3H-imidazol-4-ylmethyl]-4-(3-methylbenzyl)piperidine-4-carboxylate). As a reaction SMILES: Cl.[CH3:2][C:3]1[CH:4]=[C:5]([CH:17]=[CH:18][CH:19]=1)[CH2:6][C:7]1([C:13]([O:15][CH3:16])=[O:14])[CH2:12][CH2:11][NH:10][CH2:9][CH2:8]1.Cl.[C:21]([C:23]1[CH:36]=[CH:35][C:26]([CH2:27][N:28]2[C:32]([CH2:33]Cl)=[CH:31][N:30]=[CH:29]2)=[CH:25][CH:24]=1)#[N:22].C(N(C(C)C)CC)(C)C>C(#N)C>[C:21]([C:23]1[CH:24]=[CH:25][C:26]([CH2:27][N:28]2[C:32]([CH2:33][N:10]3[CH2:9][CH2:8][C:7]([CH2:6][C:5]4[CH:17]=[CH:18][CH:19]=[C:3]([CH3:2])[CH:4]=4)([C:13]([O:15][CH3:16])=[O:14])[CH2:12][CH2:11]3)=[CH:31][N:30]=[CH:29]2)=[CH:35][CH:36]=1)#[N:22] |f:0.1,2.3|. Reported procedure: A solution of methyl 4-(3-methylbenzyl)piperidine-4-carboxylate hydrochloride salt (142 mg, 0.5 mmol), 1-(4-cyanobenzyl)-5-chloromethylimidazole hydrochloride salt (135 mg, 0.5 mmol; Example 52, Step D), and diisopropylethylamine (0.26 mL, 1.5 mmol) in anhydrous acetonitrile (5 mL) was heated under reflux overnight. The resultant mixture was concentrated under vacuum, and the residue was partitioned between saturated aqueous sodium bicarbonate and ethyl acetate. The organic extract was washed wi... Reactants: ClC1=C2CCNC2=CC=C1 (4-chloroindoline), O=C[C@H](O)[C@@H](O)[C@H](O)[C@H](O)CO (D-glucose), O (H2O). Run in C(C)O (ethyl alcohol). The product is ClC1=C2CCN(C2=CC=C1)[C@H]1[C@H](O)[C@@H](O)[C@H](O)[C@H](O1)CO (4-chloro-1-(β-D-glucopyranosyl)indoline). Isolated yield 56.6%. RXN SMILES: [Cl:1][C:2]1[CH:10]=[CH:9][CH:8]=[C:7]2[C:3]=1[CH2:4][CH2:5][NH:6]2.[O:11]=[CH:12][C@@H:13]([C@H:15]([C@@H:17]([C@@H:19]([CH2:21][OH:22])[OH:20])[OH:18])[OH:16])O.O>C(O)C>[Cl:1][C:2]1[CH:10]=[CH:9][CH:8]=[C:7]2[C:3]=1[CH2:4][CH2:5][N:6]2[C@@H:21]1[O:22][C@H:13]([CH2:12][OH:11])[C@@H:15]([OH:16])[C@H:17]([OH:18])[C@H:19]1[OH:20]. Procedure: A mixture of 4-chloroindoline (2.88 g) and D-glucose (3.38 g) in ethyl alcohol (150 ml)-H2O (10 ml) was refluxed under argon atmosphere overnight. The solvent was evaporated under reduced pressure and the residue was purified by silica gel column chromatography (chloroform:methanol=100:0-88:12) to give 4-chloro-1-(β-D-glucopyranosyl)indoline (3.35 g) as colorless foam. APCI-Mass m/Z 316/318 (M+H). 1H-NMR (DMSO-d6) δ 2.87-3.02 (m, 2H), 3.07-3.12 (m, 1H), 3.20-3.32 (m, 2H), 3.38-3.47 (m, 2H), 3.51... Starting materials: CS(=O)(=O)Cl, CC12CCC3C(C(OS(C)(=O)=O)C(OS(C)(=O)=O)C4=CC(=O)CCC43C)C1CCC2=O, CN(C)C=O, [N-]=[N+]=[N-], [Na+], CC12CCC3C(C(O)C(O)C4=CC(=O)CCC43C)C1CCC2=O, c1ccncc1. Yields the product CC12CCC3C(C=C(N=[N+]=[N-])C4=CC(=O)CCC43C)C1CCC2=O. As a reaction SMILES: [CH3:24][S:25](=[O:26])(=[O:27])[Cl:28].[CH3:29][S:30]([O:31][CH:32]1[C:33]2=[CH:40][C:38](=[O:39])[CH2:37][CH2:36][C:34]2([CH3:35])[CH:41]2[CH:42]([CH:43]3[C:44]([CH3:47])([CH2:45][CH2:46]2)[C:48](=[O:49])[CH2:50][CH2:51]3)[CH:52]1[O:53][S:54]([CH3:55])(=[O:56])=[O:57])(=[O:58])=[O:59].[CH3:70][N:71]([CH3:72])[CH:73]=[O:74].[N-:61]=[N+:62]=[N-:63].[Na+:60].[OH:1][CH:2]1[CH:3]([OH:23])[CH:4]2[CH:5]3[CH2:6][CH2:7][C:8](=[O:22])[C:9]3([CH3:10])[CH2:11][CH2:12][CH:13]2[C:14]2([CH3:21])[CH2:15][CH2:16][C:17](=[O:20])[CH:18]=[C:19]12.[cH:64]1[cH:65][cH:66][n:67][cH:68][cH:69]1>>[C:2]1([N:61]=[N+:62]=[N-:63])=[CH:3][CH:4]2[CH:5]3[CH2:6][CH2:7][C:8](=[O:22])[C:9]3([CH3:10])[CH2:11][CH2:12][CH:13]2[C:14]2([CH3:21])[CH2:15][CH2:16][C:17](=[O:20])[CH:18]=[C:19]12.